From a dataset of the Open Reaction Database (ORD), a public repository of structured organic reaction records. describe an organic reaction: reactants, conditions, products, and yield Starting materials: C(C)N1C(=NC2=C1C(=C(C(=C2)S(=O)(=O)C)Cl)[N+](=O)[O-])C (1-Ethyl-2-methyl-5-methylsulfonyl-6-chloro-7-nitrobenzimidazole), [H][H] (hydrogen), 7-amino. Reagents/catalysts: [Pt]=O (platinum oxide). Solvent: CO (methanol). Reaction conditions: time 22.5 hour. Product: C(C)N1C(=NC2=C1C(=C(C(=C2)S(=O)(=O)C)Cl)N)C (1-ethyl-2-methyl-5-methylsulfonyl-6-chloro-7-aminobenzimidazole). Reaction SMILES: [CH2:1]([N:3]1[C:7]2[C:8]([N+:17]([O-])=O)=[C:9]([Cl:16])[C:10]([S:12]([CH3:15])(=[O:14])=[O:13])=[CH:11][C:6]=2[N:5]=[C:4]1[CH3:20])[CH3:2].[H][H]>[Pt]=O.CO>[CH2:1]([N:3]1[C:7]2[C:8]([NH2:17])=[C:9]([Cl:16])[C:10]([S:12]([CH3:15])(=[O:14])=[O:13])=[CH:11][C:6]=2[N:5]=[C:4]1[CH3:20])[CH3:2]. Reported procedure: 1-Ethyl-2-methyl-5-methylsulfonyl-6-chloro-7-nitrobenzimidazole (2.50 g.) was combined with 75 ml. of methanol and 0.2 g. of 87% platinum oxide catalyst in a hydrogenation bottle. The bottle was charged with 37 psi of hydrogen and shaken at room temperature for 22.5 hours. The resultant reaction mixture was filtered to remove the catalyst and the filtrate evaporated to dryness under reduced pressure to give 2.27 g. (100%) of the desired 7-amino derivative, melting at 179°-186° C.